From a dataset of the Open Reaction Database (ORD), a public repository of structured organic reaction records. describe an organic reaction: reactants, conditions, products, and yield Starting materials: O=C1N(C(C=2C=C3C(=CC12)C=CC=C3)=O)C(CC(=O)N)C3=CC(=C(C=C3)OC)OC3CCCC3 (3-(1,3-dioxobenzo[f]isoindolin-2-yl)-3-(3-cyclopentyloxy-4-methoxyphenyl)propionamide), C(CC)(=O)N (propionamide), 3-(1,3-dioxo-5-azaindolin-2-yl)-3-(3-methoxy-4-cyclohexyloxyphenyl)propionamide, 3-(1,3-dioxo-5-azaindolin-2-yl)-3-(3-cyclopentyloxy-4-ethoxyphenyl)propionamide, 3-(1,3-dioxo-4-azaindolin-2-yl)-3-(3-cyclopentyloxy-4-ethoxyphenyl)propionamide, C(CC)(=O)N (propionamide), 3-(1,3-dioxo-4-azaindolin-2-yl)-3-(3-cyclopentyloxy-4-methoxyphenyl)propionamide, C(CC)(=O)N (propionamide), O=C1N(C(C=2C=C3C(=CC12)C=CC=C3)=O)C(CC(=O)N)C3=CC(=C(C=C3)OC3CCCCC3)OCC (3-(1,3-dioxobenzo[f]isoindolin-2-yl)-3-(3-ethoxy-4-cyclohexyloxyphenyl)propionamide), O=C1N(C(C=2C=C3C(=CC12)C=CC=C3)=O)C(CC(=O)N)C3=CC(=C(C=C3)OCC)OC3CCCC3 (3-(1,3-dioxobenzo[f]isoindolin-2-yl)-3-(3-cyclopentyloxy-4-ethoxyphenyl)propionamide), O=C1N(C(C=2C=C3C(=CC12)C=CC=C3)=O)C(CC(=O)N)C3=CC(=C(C=C3)OC)OC3CCCC3 (3-(1,3-dioxobenzo[f]isoindolin-2-yl)-3-(3-cyclopentyloxy-4-methoxyphenyl)propionamide), 3-(1,3-dioxo-4-azaindolin-2-yl)-3-(3-cyclopentyloxy-4-methoxyphenyl)propionamide, C(CC)(=O)N (propionamide), 3-(1,3-dioxo-5-azaindolin-2-yl)-3-(3-ethoxy-4-cyclopentyloxyphenyl)propionamide, 3-(1,3-dioxo-5-azaindolin-2-yl)-3-(3-ethoxy-4-cyclohexyloxyphenyl)propionamide, 3-(1,3-dioxo-5-azaindolin-2-yl)-3-(3-cyclopentyloxy-4-methoxyphenyl)propionamide, 3-(1,3-dioxo-5-azaindolin-2-yl)-3-(3-cyclopentyloxy-4-methoxyphenyl)propionamide, 3-(1,3-dioxo-4-azaindolin-2-yl)-3-(3-methoxy-4-cyclohexyloxyphenyl)-propionamide, C(CC)(=O)N (propionamide), 3-(1,3-dioxo-4-azaindolin-2-yl)-3-(3-ethoxy-4-cyclohexyloxyphenyl)propionamide, C(CC)(=O)N (propionamide), 3-amide, O=C1N(C(C=2C=C3C(=CC12)C=CC=C3)=O)C(CC(=O)N)C3=CC(=C(C=C3)OC3CCCCC3)OC (3-(1,3-dioxobenzo[f]isoindolin-2-yl)-3-(3-methoxy-4-cyclohexyloxyphenyl)propionamide). Product: C1(C=2C(C(N1C(CC(=O)N)C1=CC(=C(C=C1)OC)OC1CCCC1)=O)=CC=CC2)=O (3-Phthalimido-3-(3-cyclopentyloxy-4-methoxyphenyl)propionamide). RXN SMILES: [O:1]=[C:2]1[C:10]2[CH:9]=[C:8]3C=CC=C[C:7]3=[CH:6][C:5]=2[C:4](=[O:15])[N:3]1[CH:16]([C:21]1[CH:26]=[CH:25][C:24]([O:27][CH3:28])=[C:23]([O:29][CH:30]2[CH2:34][CH2:33][CH2:32][CH2:31]2)[CH:22]=1)[CH2:17][C:18]([NH2:20])=[O:19].O=C1C2C=C3C=CC=CC3=CC=2C(=O)N1C(C1C=CC(OC2CCCCC2)=C(OCC)C=1)CC(N)=O.O=C1C2C=C3C=CC=CC3=CC=2C(=O)N1C(C1C=CC(OC2CCCCC2)=C(OC)C=1)CC(N)=O.C(N)(=O)CC.O=C1C2C=C3C=CC=CC3=CC=2C(=O)N1C(C1C=CC(OCC)=C(OC2CCCC2)C=1)CC(N)=O>>[C:2]1(=[O:1])[N:3]([CH:16]([C:21]2[CH:26]=[CH:25][C:24]([O:27][CH3:28])=[C:23]([O:29][CH:30]3[CH2:34][CH2:33][CH2:32][CH2:31]3)[CH:22]=2)[CH2:17][C:18]([NH2:20])=[O:19])[C:4](=[O:15])[C:5]2=[CH:6][CH:7]=[CH:8][CH:9]=[C:10]12. Reported procedure: Similarly from equivalent amounts of 3-(1,3-dioxobenzo[f]isoindolin-2-yl)-3-(3-cyclopentyloxy-4-methoxyphenyl)propionic acid, 3-(1,3-dioxo-4-azaindolin-2-yl)-3-(3-cyclopentyloxy-4-methoxyphenyl)propionic acid, 3-(1,3-dioxo-5-azaindolin-2-yl)-3-(3-cyclopentyloxy-4-methoxyphenyl)propionic acid, 3-(1,3-dioxobenzo[f]isoindolin-2-yl)-3-(3-ethoxy-4-cyclopentyloxyphenyl)propionic acid, 3-(1,3-dioxobenzo[f]isoindolin-2-yl)-3-(3-ethoxy-4-cyclohexyloxyphenyl)-propionic acid, 3-(1,3-dioxobenzo[f]isoindolin...